Dataset: the Open Reaction Database (ORD), a public repository of structured organic reaction records. Task: describe an organic reaction: reactants, conditions, products, and yield The reactants are Cl, Cl, COC(=O)c1c(-c2ccc(F)cc2)nn2cc(N(CCO)S(C)(=O)=O)c(-c3cccc(C(=O)O)c3)cc12, O=C(O)C(F)(F)F, NC1(c2ccccn2)CC1. Yields the product COC(=O)c1c(-c2ccc(F)cc2)nn2cc(N(CCO)S(C)(=O)=O)c(-c3cccc(C(=O)NC4(c5ccccn5)CC4)c3)cc12. As a reaction SMILES: [ClH:38].[ClH:39].[F:1][c:2]1[cH:3][cH:4][c:5](-[c:8]2[n:9][n:10]3[c:11]([cH:12][c:13](-[c:24]4[cH:25][c:26]([C:27](=[O:28])[OH:29])[cH:30][cH:31][cH:32]4)[c:14]([N:16]([S:17](=[O:18])(=[O:19])[CH3:20])[CH2:21][CH2:22][OH:23])[cH:15]3)[c:33]2[C:34](=[O:35])[O:36][CH3:37])[cH:6][cH:7]1.[F:50][C:51]([F:52])([F:53])[C:54]([OH:55])=[O:56].[n:40]1[c:41]([C:46]2([NH2:49])[CH2:47][CH2:48]2)[cH:42][cH:43][cH:44][cH:45]1>>[F:1][c:2]1[cH:3][cH:4][c:5](-[c:8]2[n:9][n:10]3[c:11]([cH:12][c:13](-[c:24]4[cH:25][c:26]([C:27](=[O:29])[NH:49][C:46]5([c:41]6[n:40][cH:45][cH:44][cH:43][cH:42]6)[CH2:47][CH2:48]5)[cH:30][cH:31][cH:32]4)[c:14]([N:16]([S:17](=[O:18])(=[O:19])[CH3:20])[CH2:21][CH2:22][OH:23])[cH:15]3)[c:33]2[C:34](=[O:35])[O:36][CH3:37])[cH:6][cH:7]1.